The task is: describe an organic reaction: reactants, conditions, products, and yield. This data is from the Open Reaction Database (ORD), a public repository of structured organic reaction records. RXN SMILES: [CH2:37]([Cl:38])[Cl:39].[CH3:1][NH:2][NH2:3].[O:4]=[C:5]1[N:6]([CH2:29][C:30](=[O:31])[O:32][C:33]([CH3:34])([CH3:35])[CH3:36])[CH:7]([c:23]2[cH:24][cH:25][cH:26][cH:27][cH:28]2)[CH2:8][S:9][CH2:10][CH:11]1[N:12]1[C:13](=[O:14])[c:15]2[cH:16][cH:17][cH:18][cH:19][c:20]2[C:21]1=[O:22]>>[O:4]=[C:5]1[N:6]([CH2:29][C:30](=[O:31])[O:32][C:33]([CH3:34])([CH3:35])[CH3:36])[CH:7]([c:23]2[cH:24][cH:25][cH:26][cH:27][cH:28]2)[CH2:8][S:9][CH2:10][CH:11]1[NH2:12]. Starting materials: ClCCl, CNN, CC(C)(C)OC(=O)CN1C(=O)C(N2C(=O)c3ccccc3C2=O)CSCC1c1ccccc1. The product is CC(C)(C)OC(=O)CN1C(=O)C(N)CSCC1c1ccccc1.